Dataset: the Open Reaction Database (ORD), a public repository of structured organic reaction records. Task: describe an organic reaction: reactants, conditions, products, and yield Reactants: CO, COc1ccnc2[nH]c(CO)cc12, [OH-], [OH-], [Pd+2]. Yields the product COc1ccnc2[nH]c(C)cc12. Reaction SMILES: [CH3:14][OH:15].[CH3:1][O:2][c:3]1[c:4]2[c:5]([n:6][cH:7][cH:8]1)[nH:9][c:10]([CH2:12][OH:13])[cH:11]2.[OH-:16].[OH-:17].[Pd+2:18]>>[CH3:1][O:2][c:3]1[c:4]2[c:5]([n:6][cH:7][cH:8]1)[nH:9][c:10]([CH3:12])[cH:11]2.